This data is from the Open Reaction Database (ORD), a public repository of structured organic reaction records. The task is: describe an organic reaction: reactants, conditions, products, and yield Starting materials: CC(=O)[O-], CC(=O)[O-], CCOCC, ClCCl, [N-]=[N+]=C1CCOC1=O, OCCCO, [Rh+2]. Yields the product O=C1OCCC1OCCCO. As a reaction SMILES: [C:22]([O-:23])(=[O:24])[CH3:25].[C:27]([O-:28])(=[O:29])[CH3:30].[CH3:17][CH2:18][O:19][CH2:20][CH3:21].[Cl:14][CH2:15][Cl:16].[N+:6](=[N-:7])=[C:8]1[C:9](=[O:13])[O:10][CH2:11][CH2:12]1.[OH:1][CH2:2][CH2:3][CH2:4][OH:5].[Rh+2:26]>>[OH:1][CH2:2][CH2:3][CH2:4][O:5][CH:8]1[C:9](=[O:13])[O:10][CH2:11][CH2:12]1. Starting materials: O (water), FC(C1=CC=C(OC=2C=CC(=C(C(=O)OC)C2)[N+](=O)[O-])C=C1)(F)F (Methyl 5-(4-trifluoromethylphenoxy)-2-nitrobenzoate), ferric chloride, ClCl (chlorine). Solvent: CCOCC (ether). Conditions: time 2.5 hour. Yields the product ClC1=C(OC=2C=CC(=C(C(=O)OC)C2)[N+](=O)[O-])C=CC(=C1)C(F)(F)F (methyl 5-(2-chloro-4-trifluoromethylphenoxy)-2-nitrobenzoate). Reaction SMILES: [F:1][C:2]([F:24])([F:23])[C:3]1[CH:22]=[CH:21][C:6]([O:7][C:8]2[CH:9]=[CH:10][C:11]([N+:18]([O-:20])=[O:19])=[C:12]([CH:17]=2)[C:13]([O:15][CH3:16])=[O:14])=[CH:5][CH:4]=1.[Cl:25]Cl.O>CCOCC>[Cl:25][C:5]1[CH:4]=[C:3]([C:2]([F:23])([F:24])[F:1])[CH:22]=[CH:21][C:6]=1[O:7][C:8]1[CH:9]=[CH:10][C:11]([N+:18]([O-:20])=[O:19])=[C:12]([CH:17]=1)[C:13]([O:15][CH3:16])=[O:14]. Procedure: Methyl 5-(4-trifluoromethylphenoxy)-2-nitrobenzoate is stirred with a catalytic amount of ferric chloride. The reaction mixture was heated to 70° C. under a continuous stream of chlorine gas. After 2.5 hours, the mixture was taken up in ether, shaken with water and the organic phase was dried over MgSO4. The ether was evaporated to afford methyl 5-(2-chloro-4-trifluoromethylphenoxy)-2-nitrobenzoate. NMR (CDCl3)δ8.2-7 (m,6) 4.0 (2,3). TLC (40% ether/hexane) Rf ≈.4. Reactants: ClC(Cl)Cl, COc1ncc(-c2ccncc2)cc1CO. Product: COc1ncc(-c2ccncc2)cc1C=O. RXN SMILES: [CH:17]([Cl:18])([Cl:19])[Cl:20].[n:1]1[cH:2][cH:3][c:4](-[c:7]2[cH:8][c:9]([CH2:15][OH:16])[c:10]([O:13][CH3:14])[n:11][cH:12]2)[cH:5][cH:6]1>>[n:1]1[cH:2][cH:3][c:4](-[c:7]2[cH:8][c:9]([CH:15]=[O:16])[c:10]([O:13][CH3:14])[n:11][cH:12]2)[cH:5][cH:6]1. The yield is 14.5%. Product: C1(=C(C=CC=C1)SCC(=O)N(NC(C1=CC=CC=C1)=O)C(C)C)C1=CC=CC=C1 (benzoic acid N′-[2-(biphenyl-2-ylsulfanyl)-acetyl]-N′-isopropyl-hydrazide). Reported procedure: A solution of benzoic acid N′-[2-(2-bromo-phenylsulfanyl)-acetyl]-N′-isopropyl-hydrazide (50 mg, 0.123 mmol) in DME (4 ml)/2M Na2CO3 (0.215 ml, 0.43 mmoles) was treated with phenylboronic acid (30 mg, 0.25 mmol) and Pd[PPh3]4 (14 mg, 0.012 mmol) for 12 hours at 90° C. Additional amounts of Pd[PPh3]4 (28 mg, 0.025 mmol) and 2M Na2CO3 (0.215 ml, 0.43 mmoles) were added and the mixture was stirred at 90° C. for another night. The reaction mixture was partitioned between water and DCM. The organic l... As a reaction SMILES: Br[C:2]1[CH:7]=[CH:6][CH:5]=[CH:4][C:3]=1[S:8][CH2:9][C:10]([N:12]([CH:22]([CH3:24])[CH3:23])[NH:13][C:14](=[O:21])[C:15]1[CH:20]=[CH:19][CH:18]=[CH:17][CH:16]=1)=[O:11].C([O-])([O-])=O.[Na+].[Na+].[C:31]1(B(O)O)[CH:36]=[CH:35][CH:34]=[CH:33][CH:32]=1>COCCOC>[C:2]1([C:31]2[CH:36]=[CH:35][CH:34]=[CH:33][CH:32]=2)[CH:7]=[CH:6][CH:5]=[CH:4][C:3]=1[S:8][CH2:9][C:10]([N:12]([CH:22]([CH3:24])[CH3:23])[NH:13][C:14](=[O:21])[C:15]1[CH:20]=[CH:19][CH:18]=[CH:17][CH:16]=1)=[O:11] |f:1.2.3|. Run in COCCOC (DME). Reactants: BrC1=C(C=CC=C1)SCC(=O)N(NC(C1=CC=CC=C1)=O)C(C)C (benzoic acid N′-[2-(2-bromo-phenylsulfanyl)-acetyl]-N′-isopropyl-hydrazide), C(=O)([O-])[O-].[Na+].[Na+] (Na2CO3), C1(=CC=CC=C1)B(O)O (phenylboronic acid), Pd[PPh3]4, Pd[PPh3]4, C(=O)([O-])[O-].[Na+].[Na+] (Na2CO3). Reaction conditions: temperature 90 celsius. Reactants: B(Br)(Br)Br (BBr3), C(C1=CC=CC=C1)OC1=C(C=CC(=C1)C=1SC=CN1)N1CC(NS1(=O)=O)=O (5-(2-benzyloxy-4-thiazol-2-yl-phenyl)-1,1-dioxo-1,2,5-thiadiazolidin-3-one), O (Water). The solvent is C(Cl)Cl (CH2Cl2). Run at temperature -10 celsius, time 30 minute. Yields the product OC1=C(C=CC(=C1)C=1SC=CN1)N1CC(NS1(=O)=O)=O (5-(2-Hydroxy-4-thiazol-2-yl-phenyl)-1,1-dioxo-1,2,5-thiadiazolidin-3-one). RXN SMILES: C([O:8][C:9]1[CH:14]=[C:13]([C:15]2[S:16][CH:17]=[CH:18][N:19]=2)[CH:12]=[CH:11][C:10]=1[N:20]1[S:24](=[O:26])(=[O:25])[NH:23][C:22](=[O:27])[CH2:21]1)C1C=CC=CC=1.B(Br)(Br)Br.O>C(Cl)Cl>[OH:8][C:9]1[CH:14]=[C:13]([C:15]2[S:16][CH:17]=[CH:18][N:19]=2)[CH:12]=[CH:11][C:10]=1[N:20]1[S:24](=[O:26])(=[O:25])[NH:23][C:22](=[O:27])[CH2:21]1. Reported procedure: To a suspension of 5-(2-benzyloxy-4-thiazol-2-yl-phenyl)-1,1-dioxo-1,2,5-thiadiazolidin-3-one (50 mg, 0.125 mmol) in CH2Cl2 (5 mL) at −10° C. is added BBr3 (1.0M in CH2Cl2, 0.68 mL) dropwise. The yellow mixture is stirred at −10° C. for 30 min. Water is added to the reaction mixture and the aqueous layer is separated and neutralized with 1N NaOH. The water is removed under reduced pressure and the residue is purified by reverse phase HPLC (MeCN/water/0.1% TFA) to afford the title compound as a l...